Dataset: the Open Reaction Database (ORD), a public repository of structured organic reaction records. Task: describe an organic reaction: reactants, conditions, products, and yield Conditions: time 1 hour. Reported procedure: To a solution of (S)—N-benzyl-1-fluoro-3,3-dimethylbutan-2-amine (4.12 g, 19.68 mmol) in methanol (50 mL) was added 10% palladium on carbon (2.095 g, 1.968 mmol). The reaction mixture was shaken under H2 atmosphere (60 Psi) for 24 h, a 1.25 M solution of HCl in ethanol (31.5 mL, 39.4 mmol) was added. The reaction mixture was stirred at room temperature for 1 h. The solid was filtered through Celite, washed with methanol. The filtrate was concentrated to give the title compound (3.1 g). 1H NMR (4... Product: Cl.FC[C@H](C(C)(C)C)N ((S)-1-Fluoro-3,3-dimethylbutan-2-amine Hydrochloride). Reagents/catalysts: [Pd] (palladium on carbon). The reactants are OCC1(O)[C@H](O)[C@H](O)[C@H](O)CO1 (Psi), C(C1=CC=CC=C1)N[C@H](CF)C(C)(C)C ((S)—N-benzyl-1-fluoro-3,3-dimethylbutan-2-amine), solution, Cl (HCl), C(C)O (ethanol). RXN SMILES: C([NH:8][C@@H:9]([C:12]([CH3:15])([CH3:14])[CH3:13])[CH2:10][F:11])C1C=CC=CC=1.OCC1(OC[C@@H](O)[C@@H](O)[C@H]1O)O.[ClH:28].C(O)C>CO.[Pd]>[ClH:28].[F:11][CH2:10][C@@H:9]([NH2:8])[C:12]([CH3:15])([CH3:14])[CH3:13] |f:6.7|. Solvent: CO (methanol). Starting materials: CO (methanol), OC1=CC=C(C=C1)C1=CC=C(C=C1)C#N (4-hydroxy-4′-cyanobiphenyl), O (water), [OH-].[K+] (potassium hydroxide), compound 6, CCCCCC (n-Hexane). Solvent: ClCCl (dichloromethane). The product is OCCCOC1=CC=C(C=C1)C1=CC=C(C=C1)C#N (4-(3-hydroxypropyloxy)-4′-cyanobiphenyl). As a reaction SMILES: C[OH:2].[OH-].[K+].[OH:5][C:6]1[CH:11]=[CH:10][C:9]([C:12]2[CH:17]=[CH:16][C:15]([C:18]#[N:19])=[CH:14][CH:13]=2)=[CH:8][CH:7]=1.O.[CH3:21][CH2:22][CH2:23]CCC>ClCCl>[OH:2][CH2:23][CH2:22][CH2:21][O:5][C:6]1[CH:7]=[CH:8][C:9]([C:12]2[CH:17]=[CH:16][C:15]([C:18]#[N:19])=[CH:14][CH:13]=2)=[CH:10][CH:11]=1 |f:1.2|. Procedure details: To 400 ml of a methanol solution having 5.7 wt % potassium hydroxide, 50 g of the compound 6 and 49.1 g of 4-hydroxy-4′-cyanobiphenyl were added, followed by reflux. After they were completely reacted, water and dichloromethane were added thereto, and the organic layer was extracted. Then, saturated aqueous sodium chloride was added thereto, and the organic layer was extracted, followed by washing with water. Anhydrous magnesium sulfate was added thereto, the mixture was subjected to filtration ...